The task is: describe an organic reaction: reactants, conditions, products, and yield. This data is from the Open Reaction Database (ORD), a public repository of structured organic reaction records. Reactants: C(C)C1=C(C=CC=C1)N1CCC=2C(=NC=3C(=CC=CC3C21)OC(F)(F)F)Cl (1-(2-Ethylphenyl)-4-chloro-6-trifluoromethoxy-2,3-dihydropyrrolo[3,2-c]quinoline), NCCCO (3-amino-1-propanol). The product is C(C)C1=C(C=CC=C1)N1CCC=2C(=NC=3C(=CC=CC3C21)OC(F)(F)F)NCCCO (1-(2-ethylphenyl)-4-[(3-hydroxypropyl)amino]-6-trifluoromethoxy-2,3-dihydropyrrolo[3,2-c]quinoline). As a reaction SMILES: [CH2:1]([C:3]1[CH:8]=[CH:7][CH:6]=[CH:5][C:4]=1[N:9]1[C:21]2[C:20]3[CH:19]=[CH:18][CH:17]=[C:16]([O:22][C:23]([F:26])([F:25])[F:24])[C:15]=3[N:14]=[C:13](Cl)[C:12]=2[CH2:11][CH2:10]1)[CH3:2].[NH2:28][CH2:29][CH2:30][CH2:31][OH:32]>>[CH2:1]([C:3]1[CH:8]=[CH:7][CH:6]=[CH:5][C:4]=1[N:9]1[C:21]2[C:20]3[CH:19]=[CH:18][CH:17]=[C:16]([O:22][C:23]([F:26])([F:25])[F:24])[C:15]=3[N:14]=[C:13]([NH:28][CH2:29][CH2:30][CH2:31][OH:32])[C:12]=2[CH2:11][CH2:10]1)[CH3:2]. Reported procedure: 1-(2-Ethylphenyl)-4-chloro-6-trifluoromethoxy-2,3-dihydropyrrolo[3,2-c]quinoline(801 mg, 2.0 mmol) was dissolved in 3-amino-1-propanol(10 ml) in the pressure tube, then reacted at the same condition of Step 3 in the Example 10 to obtain 560 mg of desired compound as solid in 62% of yield. Reactants: C(C1=CC=CC=C1)N=C=O (Benzyl isocyanate), [N+](=O)([O-])C1=CC=C(C[C@H](N)C(=O)O)C=C1 (p-nitrophenylalanine), [OH-].[K+] (KOH). Solvent: O (water). Conditions: time 2 hour. Yields the product C(C1=CC=CC=C1)N1C(NC(C1=O)CC1=CC=C(C=C1)[N+](=O)[O-])=O (1-Benzyl-4-(4-nitrobenzyl)imidazolidin-2,5-dione). Isolated yield 87.7%. RXN SMILES: [CH2:1]([N:8]=[C:9]=[O:10])[C:2]1[CH:7]=[CH:6][CH:5]=[CH:4][CH:3]=1.[N+:11]([C:14]1[CH:25]=[CH:24][C:17]([CH2:18][C@@H:19]([C:21](O)=[O:22])[NH2:20])=[CH:16][CH:15]=1)([O-:13])=[O:12].[OH-].[K+]>O>[CH2:1]([N:8]1[C:21](=[O:22])[CH:19]([CH2:18][C:17]2[CH:24]=[CH:25][C:14]([N+:11]([O-:13])=[O:12])=[CH:15][CH:16]=2)[NH:20][C:9]1=[O:10])[C:2]1[CH:7]=[CH:6][CH:5]=[CH:4][CH:3]=1 |f:2.3|. Procedure: Benzyl isocyanate (3.2 g, Aldrich) was added dropwise at 0° C. over 20 minutes to a stirred mixture of p-nitrophenylalanine (4.2 g, Fluka) and KOH (1.3 g) in water (40 ml). When addition was complete, the mixture was stirred at 60°-70° C. for 2 hours, then cooled, filtered, and the filtrate treated with c.HCl. The resulting white solid was filtered off, washed with ice-water, dried in vacuo, then suspended in 50% aqu. HCl (20 ml) and refluxed for 2 hours. The suspension was cooled, diluted with ... Starting materials: N1[C@H](C(=O)O)CCC1 (L-proline), [OH-].[Na+] (sodium hydroxide), C1(=CC=C(C=C1)S(=O)(=O)Cl)C (p-toluenesulfonyl chloride), Cl (hydrochloric acid). Reaction conditions: temperature 70 celsius. Product: S(=O)(=O)(C1=CC=C(C)C=C1)N1[C@H](C(=O)O)CCC1 (1-Tosyl-L-Proline). Yield: 98.3%. RXN SMILES: [NH:1]1[CH2:8][CH2:7][CH2:6][C@H:2]1[C:3]([OH:5])=[O:4].[OH-].[Na+].[C:11]1([CH3:21])[CH:16]=[CH:15][C:14]([S:17](Cl)(=[O:19])=[O:18])=[CH:13][CH:12]=1.Cl>>[S:17]([N:1]1[CH2:8][CH2:7][CH2:6][C@H:2]1[C:3]([OH:5])=[O:4])([C:14]1[CH:15]=[CH:16][C:11]([CH3:21])=[CH:12][CH:13]=1)(=[O:19])=[O:18] |f:1.2|. Procedure details: To a solution of 7 g of L-proline in 120 ml of a 2N aqueous sodium hydroxide solution, there was added 11.8 g of p-toluenesulfonyl chloride and the mixture was heated to 70° C. for one hour with stirring. After the reaction solution was ice-cooled, it was acidified with hydrochloric acid and then extracted with ethyl acetate. The resulting organic phase was washed with water, dried over anhydrous magnesium sulfate and then concentrated to give 16.1 g (yield 98.3%) of the title compound.